From a dataset of the Open Reaction Database (ORD), a public repository of structured organic reaction records. describe an organic reaction: reactants, conditions, products, and yield Starting materials: C1CCNC1, COc1ccc(-c2ccccc2)c2sc(NC(=O)c3ccc(Cl)nc3)nc12, C1COCCO1. The product is COc1ccc(-c2ccccc2)c2sc(NC(=O)c3ccc(N4CCCC4)nc3)nc12. Reaction SMILES: [CH2:28]1[CH2:29][CH2:30][NH:31][CH2:32]1.[Cl:1][c:2]1[n:3][cH:4][c:5]([C:6](=[O:7])[NH:8][c:9]2[s:10][c:11]3[c:12]([n:13]2)[c:14]([O:24][CH3:25])[cH:15][cH:16][c:17]3-[c:18]2[cH:19][cH:20][cH:21][cH:22][cH:23]2)[cH:26][cH:27]1.[O:33]1[CH2:34][CH2:35][O:36][CH2:37][CH2:38]1>>[c:2]1([N:31]2[CH2:30][CH2:29][CH2:28][CH2:32]2)[n:3][cH:4][c:5]([C:6](=[O:7])[NH:8][c:9]2[s:10][c:11]3[c:12]([n:13]2)[c:14]([O:24][CH3:25])[cH:15][cH:16][c:17]3-[c:18]2[cH:19][cH:20][cH:21][cH:22][cH:23]2)[cH:26][cH:27]1. Yield: 49.4%. The reactants are O=C1CC(CN1CC1=CC=CC=C1)C(=O)OC (methyl 5-oxo-1-(phenylmethyl)-3-pyrrolidinecarboxylate), C(C)N (ethylamine). The product is C(C)NC(=O)C1CN(C(C1)=O)CC1=CC=CC=C1 (N-ethyl-5-oxo-1-(phenylmethyl)-3-pyrrolidinecarboxamide). RXN SMILES: [O:1]=[C:2]1[N:6]([CH2:7][C:8]2[CH:13]=[CH:12][CH:11]=[CH:10][CH:9]=2)[CH2:5][CH:4]([C:14]([O:16]C)=O)[CH2:3]1.[CH2:18]([NH2:20])[CH3:19]>CO>[CH2:18]([NH:20][C:14]([CH:4]1[CH2:3][C:2](=[O:1])[N:6]([CH2:7][C:8]2[CH:9]=[CH:10][CH:11]=[CH:12][CH:13]=2)[CH2:5]1)=[O:16])[CH3:19]. Run at temperature 100 celsius. Run in CO (methanol). Procedure details: A mixture of 200 g (0.86 mole) of methyl 5-oxo-1-(phenylmethyl)-3-pyrrolidinecarboxylate [J. Org. Chem., 26, 1519 (1961)], 1000 ml methanol and 200 g (4.4 mole) of ethylamine was heated at 100° C. in a pressure reactor for 17.2 hours. The reaction mixture was cooled and the excess ethylamine and methanol were removed under reduced pressure. The residue was taken up in dichloromethane and washed with 3×150 ml 1N sodium hydroxide. The organic layer was dried over magnesium sulfate and the solvent ... Starting materials: C(#N)C=1C=C(C=CC1C(=O)N1CCN(CC1)C1=NC=C(C=C1C)C1CC1)N1C(OC[C@H]1CO)=O ((R)-3-{3-cyano-4-[4-(5-cyclopropyl-3-methylpyridin-2-yl)piperazine-1-carbonyl]phenyl}-4-hydroxymethyloxazolidin-2-one), CI (methyl iodide). Product: C(#N)C=1C=C(C=CC1C(=O)N1CCN(CC1)C1=NC=C(C=C1C)C1CC1)N1C(OC[C@H]1COC)=O ((R)-3-{3-cyano-4-[4-(5-cyclopropyl-3-methylpyridin-2-yl)piperazine-1-carbonyl]phenyl}-4-methoxymethyloxazolidin-2-one). Yield: 54.8%. As a reaction SMILES: [C:1]([C:3]1[CH:4]=[C:5]([N:27]2[C@H:31]([CH2:32][OH:33])[CH2:30][O:29][C:28]2=[O:34])[CH:6]=[CH:7][C:8]=1[C:9]([N:11]1[CH2:16][CH2:15][N:14]([C:17]2[C:22]([CH3:23])=[CH:21][C:20]([CH:24]3[CH2:26][CH2:25]3)=[CH:19][N:18]=2)[CH2:13][CH2:12]1)=[O:10])#[N:2].[CH3:35]I>>[C:1]([C:3]1[CH:4]=[C:5]([N:27]2[C@H:31]([CH2:32][O:33][CH3:35])[CH2:30][O:29][C:28]2=[O:34])[CH:6]=[CH:7][C:8]=1[C:9]([N:11]1[CH2:12][CH2:13][N:14]([C:17]2[C:22]([CH3:23])=[CH:21][C:20]([CH:24]3[CH2:26][CH2:25]3)=[CH:19][N:18]=2)[CH2:15][CH2:16]1)=[O:10])#[N:2]. Procedure details: By reaction and treatment in the same manner as in Preparation Example 93 and using (R)-3-{3-cyano-4-[4-(5-cyclopropyl-3-methylpyridin-2-yl)piperazine-1-carbonyl]phenyl}-4-hydroxymethyloxazolidin-2-one (600 mg) described in Example 357 and methyl iodide (221 mg), the title compound (339 mg) was obtained. Starting materials: CN=C(C=1C(C(=O)O)=C(C(=C(C1Cl)Cl)Cl)Cl)O (tetrachlorophthalic acid N-methylimide), COC1=CC=C(C=C1)S (p-methoxythiophenol), C([O-])([O-])=O.[K+].[K+] (potassium carbonate). Solvent: O1CCCC1 (tetrahydrofuran). The product is CN=C(C=1C(C(=O)O)=C(C(=C(C1Cl)Cl)SC1=CC=C(C=C1)OC)Cl)O (4-(p-Methoxyphenylthio)-3,5,6-trichlorophthalic acid N-methylimide). Reaction SMILES: [CH3:1][N:2]=[C:3]([OH:17])[C:4]1[C:5](=[C:9]([Cl:16])[C:10](Cl)=[C:11]([Cl:14])[C:12]=1[Cl:13])[C:6]([OH:8])=[O:7].[CH3:18][O:19][C:20]1[CH:25]=[CH:24][C:23]([SH:26])=[CH:22][CH:21]=1.C(=O)([O-])[O-].[K+].[K+]>O1CCCC1>[CH3:1][N:2]=[C:3]([OH:17])[C:4]1[C:5](=[C:9]([Cl:16])[C:10]([S:26][C:23]2[CH:24]=[CH:25][C:20]([O:19][CH3:18])=[CH:21][CH:22]=2)=[C:11]([Cl:14])[C:12]=1[Cl:13])[C:6]([OH:8])=[O:7] |f:2.3.4|. Reported procedure: 41.41 g (138 millimols) of tetrachlorophthalic acid N-methylimide, 19.42 g (138 millimols) of p-methoxythiophenol, 57.43 g of potassium carbonate and 410 ml of tetrahydrofuran are stirred at 25° C. for 24 hours. After evaporation, the residue is acidified and extracted with methylene chloride. After drying and evaporation, the residue is recrystallised from toluene. This yields 35.38 g (64% of theory) of the title imide; melting point 182°-6° C. The solvent is CS(=O)C.CCOCC (DMSO Et2O), CS(=O)C (DMSO). Reaction conditions: time 24 hour. Starting materials: [N+](=O)([O-])C=1C=C(C=CC1)CC#N (2-(3-nitrophenyl)acetonitrile), BrCCBr (1,2-dibromoethane), [H-].[Na+] (NaH). Procedure: A solution of 2-(3-nitrophenyl)acetonitrile (2.5 g, 15.42 mmol) and 1,2-dibromoethane (1.329 ml, 15.42 mmol) in DMSO/Et2O (1:1, 10 ml) was added dropwise to a suspension of NaH (1.233 g, 30.8 mmol) in DMSO (Volume: 10 ml, Ratio: 1.000), keeping the temperature at 0° C. Resulting mixture was stirred at ambient temperature for 24 h under N2 atm. The reaction mixture was quenched by addition of IPA (2 ml) and water; partitioned between water (300 ml) and EtOAc (300 ml). The aq. phase was re-extract... Reaction SMILES: [N+:1]([C:4]1[CH:5]=[C:6]([CH2:10][C:11]#[N:12])[CH:7]=[CH:8][CH:9]=1)([O-:3])=[O:2].Br[CH2:14][CH2:15]Br.[H-].[Na+]>CS(C)=O.CCOCC.CS(C)=O>[N+:1]([C:4]1[CH:5]=[C:6]([C:10]2([C:11]#[N:12])[CH2:15][CH2:14]2)[CH:7]=[CH:8][CH:9]=1)([O-:3])=[O:2] |f:2.3,4.5|. Yield: 62.0%. Yields the product [N+](=O)([O-])C=1C=C(C=CC1)C1(CC1)C#N (1-(3-nitrophenyl)cyclopropanecarbonitrile). Reaction SMILES: [Br:38][CH2:39][S:40](=[O:41])(=[O:42])[NH:43][CH3:44].[C:1]([CH3:2])([CH3:3])([CH3:4])[CH:5]1[C:6]([OH:31])=[C:7]([C:19]2=[N:20][S:21](=[O:29])(=[O:30])[c:22]3[c:23]2[cH:24][cH:25][cH:26][c:27]3[OH:28])[C:8](=[O:18])[N:9]1[CH2:10][c:11]1[cH:12][cH:13][c:14]([F:17])[cH:15][cH:16]1.[C:32](=[O:33])([O-:34])[O-:35].[Cs+:36].[Cs+:37].[O:45]=[CH:46][N:47]([CH3:48])[CH3:49]>>[C:1]([CH3:2])([CH3:3])([CH3:4])[CH:5]1[C:6]([OH:31])=[C:7]([C:19]2=[N:20][S:21](=[O:29])(=[O:30])[c:22]3[c:23]2[cH:24][cH:25][cH:26][c:27]3[O:28][CH2:39][S:40](=[O:41])(=[O:42])[NH:43][CH3:44])[C:8](=[O:18])[N:9]1[CH2:10][c:11]1[cH:12][cH:13][c:14]([F:17])[cH:15][cH:16]1. Reactants: CNS(=O)(=O)CBr, CC(C)(C)C1C(O)=C(C2=NS(=O)(=O)c3c(O)cccc32)C(=O)N1Cc1ccc(F)cc1, O=C([O-])[O-], [Cs+], [Cs+], CN(C)C=O. The product is CNS(=O)(=O)COc1cccc2c1S(=O)(=O)N=C2C1=C(O)C(C(C)(C)C)N(Cc2ccc(F)cc2)C1=O. Procedure details: prepared by reaction of 3-chloro-2-oxo-3-p-tolyl-propionic acid methyl ester with cyclopropanecarbothioic acid amide. LC-MS: tR=1.04 min; [M+H]+=274.4. The product is COC(=O)C=1N=C(SC1C1=CC=C(C=C1)C)C1CC1 (2-Cyclopropyl-5-p-tolyl-thiazole-4-carboxylic acid methyl ester). As a reaction SMILES: [CH3:1][O:2][C:3](=[O:15])[C:4](=O)[CH:5](Cl)[C:6]1[CH:11]=[CH:10][C:9]([CH3:12])=[CH:8][CH:7]=1.[CH:16]1([C:19](=[S:21])[NH2:20])[CH2:18][CH2:17]1>>[CH3:1][O:2][C:3]([C:4]1[N:20]=[C:19]([CH:16]2[CH2:18][CH2:17]2)[S:21][C:5]=1[C:6]1[CH:11]=[CH:10][C:9]([CH3:12])=[CH:8][CH:7]=1)=[O:15]. Reactants: COC(C(C(C1=CC=C(C=C1)C)Cl)=O)=O (3-chloro-2-oxo-3-p-tolyl-propionic acid methyl ester), C1(CC1)C(N)=S (cyclopropanecarbothioic acid amide).